Task: describe an organic reaction: reactants, conditions, products, and yield. Dataset: the Open Reaction Database (ORD), a public repository of structured organic reaction records Starting materials: CC(C)(C)C(=O)Cl, CCCCOC(=O)c1ccc2ccc(C)nc2c1O, c1ccncc1. The product is CCCCOC(=O)c1ccc2ccc(C)nc2c1OC(=O)C(C)(C)C. Reaction SMILES: [C:1]([C:2]([CH3:3])([CH3:4])[CH3:5])(=[O:6])[Cl:7].[OH:8][c:9]1[c:10]([C:20](=[O:21])[O:22][CH2:23][CH2:24][CH2:25][CH3:26])[cH:11][cH:12][c:13]2[cH:14][cH:15][c:16]([CH3:19])[n:17][c:18]12.[cH:27]1[cH:28][cH:29][n:30][cH:31][cH:32]1>>[C:1]([C:2]([CH3:3])([CH3:4])[CH3:5])(=[O:6])[O:8][c:9]1[c:10]([C:20](=[O:21])[O:22][CH2:23][CH2:24][CH2:25][CH3:26])[cH:11][cH:12][c:13]2[cH:14][cH:15][c:16]([CH3:19])[n:17][c:18]12. Starting materials: [Cl-].[NH4+] (ammonium chloride), C(C)[Zn]CC (diethylzinc), ICI (diiodomethane), C(C)(C)(C)OC(=O)N1CCC(=CC1)CO (1-(tert-butoxycarbonyl)-1,2,3,6-tetrahydropyridine-4-methanol). Solvent: ClCCl (dichloromethane), ClCCl (dichloromethane). Conditions: time 8 hour. The product is C(C)(C)(C)OC(=O)N1CC2CC2(CC1)CO ([3-(tert-Butoxycarbonyl)-3-azabicyclo[4.1.0]hept-6-yl]methanol). RXN SMILES: [CH2:1]([Zn]CC)C.ICI.[C:9]([O:13][C:14]([N:16]1[CH2:21][CH:20]=[C:19]([CH2:22][OH:23])[CH2:18][CH2:17]1)=[O:15])([CH3:12])([CH3:11])[CH3:10].[Cl-].[NH4+]>ClCCl>[C:9]([O:13][C:14]([N:16]1[CH2:17][CH2:18][C:19]2([CH2:22][OH:23])[CH:20]([CH2:1]2)[CH2:21]1)=[O:15])([CH3:12])([CH3:11])[CH3:10] |f:3.4|. Procedure: Under ice-cooling, 15.3 ml of diethylzinc and 6.7 g of diiodomethane were added to 130 ml of dichloromethane. After further adding a solution of 1.07 g of 1-(tert-butoxycarbonyl)-1,2,3,6-tetrahydropyridine-4-methanol in dichloromethane (20 ml), the resulting mixture was stirred at room temperature overnight. Then the reaction mixture was poured into saturated ammonium chloride, extracted with ethyl acetate, washed with a saturated aqueous solution of sodium chloride and dried over anhydrous magn... Starting materials: C1(=CC=CC=C1)O (phenol), C1=CC=CC=C1 (benzene), CN=C=O (methyl isocyanate). The reagents and catalysts are C(C)(=O)[O-].C(C)(=O)[O-].C(CCC)[Sn+2]CCCC (dibutyltin diacetate). Solvent: petroleum ether. Run at time 4 day. Yields the product C1(=CC=CC=2C3CCC(C12)C3)OC(NC)=O (5,6,7,8-tetrahydro-5,8-methano-1-naphthyl-N-methylcarbamate). As a reaction SMILES: [C:1]1([OH:7])[CH:6]=[CH:5][CH:4]=[CH:3][CH:2]=1.[CH3:8][N:9]=[C:10]=[O:11].[CH:12]1[CH:17]=[CH:16][CH:15]=[CH:14]C=1>C([O-])(=O)C.C([O-])(=O)C.C([Sn+2]CCCC)CCC>[C:1]1([O:7][C:10](=[O:11])[NH:9][CH3:8])[C:6]2[CH:16]3[CH2:15][CH:14]([CH2:12][CH2:17]3)[C:5]=2[CH:4]=[CH:3][CH:2]=1 |f:3.4.5|. Procedure details: ##STR8## The phenol IV (1.3 g.) was dissolved in benzene (10 ml.), and methyl isocyanate (0.6 g.) and dibutyltin diacetate (two drops) added. The solution was allowed to stand at room temperature for 4 days, then petroleum ether was added to precipitate the carbamate VI, (1.6 g.), m.p. 160°-164° C. Starting materials: BrCC=C(C(F)(F)OC)F (4-bromo-1-methoxy-1,1,2-trifluoro-2-butene), C1(=CC=CC=C1)[Mg]Br (phenylmagnesium bromide), O1CCCC1 (tetrahydrofuran). Run in C(C)OCC (diethyl ether). Run at time 1 hour. The product is F\C(\C(=O)OC)=C/CC1=CC=CC=C1 (methyl (Z)-2-fluoro-4-phenyl-2-butenoate). The yield is 42.0%. As a reaction SMILES: Br[CH2:2][CH:3]=[C:4]([F:10])[C:5]([O:8][CH3:9])(F)F.[C:11]1([Mg]Br)[CH:16]=[CH:15][CH:14]=[CH:13][CH:12]=1.[O:19]1CCCC1>C(OCC)C>[F:10]/[C:4](=[CH:3]\[CH2:2][C:11]1[CH:16]=[CH:15][CH:14]=[CH:13][CH:12]=1)/[C:5]([O:8][CH3:9])=[O:19]. Reported procedure: To a solution of 1.0 g (4.5 mmol) 4-bromo-1-methoxy-1,1,2-trifluoro-2-butene in 15.0 mL tetrahydrofuran at -60° C. was added a solution of phenylmagnesium bromide (3M, 1.6 mL, 4.8 mmol) in diethyl ether and the mixture was stirred for 1 hr. at -60° C. then stirred for 12 hours at 20° C. The workup and acidic hydrolysis was done as mentioned in Example 3 to give 0.34 g (42%) of methyl (Z)-2-fluoro-4-phenyl-2-butenoate. 1H-NMR (300 MHz, CDCl3): δ 3.58(2H, dd, J=2, 9Hz), 3.81(3H, s), 6.29(1H, dt, J... Starting materials: ClC1=CC=C2C3=C(C=NC2=C1)C1=C(N3)CCNC1 (3-chloro-8,9,10,11-tetrahydro-7H-pyrido[3',4':4,5]pyrrolo[3,2-c]quinoline), Heterocyclic, FC1=CC=C(C#N)C=C1 (p-fluorobenzonitrile), C(=O)([O-])[O-].[K+].[K+] (K2CO3), CS(=O)C (dimethyl sulfoxide). The solvent is O (water). Yields the product ClC=1C=CC=2C3=C(C=NC2C1)C(=C(N3)CCNC3=CC=C(C#N)C=C3)C=O (4-[[2-(7-Chloro-3-formyl-1H-pyrrolo[3,2-c]-quinolin-2-yl)ethyl]amino]benzonitrile). Isolated yield 4.1%. RXN SMILES: [Cl:1][C:2]1[CH:11]=[C:10]2[C:5]([C:6]3[NH:14][C:13]4[CH2:15][CH2:16][NH:17][CH2:18][C:12]=4[C:7]=3[CH:8]=[N:9]2)=[CH:4][CH:3]=1.F[C:20]1[CH:27]=[CH:26][C:23]([C:24]#[N:25])=[CH:22][CH:21]=1.C([O-])([O-])=[O:29].[K+].[K+].CS(C)=O>O>[Cl:1][C:2]1[CH:3]=[CH:4][C:5]2[C:6]3[NH:14][C:13]([CH2:15][CH2:16][NH:17][C:20]4[CH:27]=[CH:26][C:23]([C:24]#[N:25])=[CH:22][CH:21]=4)=[C:12]([CH:18]=[O:29])[C:7]=3[CH:8]=[N:9][C:10]=2[CH:11]=1 |f:2.3.4|. Reported procedure: A solution of 1.00 g (3.88 mmol) of 3-chloro-8,9,10,11-tetrahydro-7H-pyrido[3',4':4,5]pyrrolo[3,2-c]quinoline prepared according to the method reported in J. Heterocyclic Chemistry, 25, 535 (1988), 0.47 g (3.88 mmol) of p-fluorobenzonitrile, 0.54 g (3.88 mmol) of K2CO3 and 8 ml of dimethyl sulfoxide is stirred at 80° C. for 3 days. The reaction mixture is allowed to cool and is diluted with water producing a brown precipitate which is collected by filtration and dried. The crude product is purif... Procedure: Sodium hydride (60% in mineral oil, 18 mg) was added by small portions to an ice-cooled solution of (2R)-4-benzyl-1-[3,5-bis(trifluoromethyl)benzoyl]-2-(3-hydroxy-4-methylbenzyl)piperazine (0.20 g) in N,N-dimethylformamide (2 ml) below 5° C. under nitrogen atmosphere. After the mixture was stirred for 5 minutes, (2-methoxyethoxy)methyl chloride (0.064 ml) was added to the mixture. The whole was stirred at room temperature for 2.5 hours, and thereto water was added. The whole was extracted with e... The reactants are C(C1=CC=CC=C1)N1C[C@H](N(CC1)C(C1=CC(=CC(=C1)C(F)(F)F)C(F)(F)F)=O)CC1=CC(=C(C=C1)C)O ((2R)-4-benzyl-1-[3,5-bis(trifluoromethyl)benzoyl]-2-(3-hydroxy-4-methylbenzyl)piperazine), [H-].[Na+] (Sodium hydride), ice, COCCOCCl ((2-methoxyethoxy)methyl chloride), O (water). As a reaction SMILES: [H-].[Na+].[CH2:3]([N:10]1[CH2:15][CH2:14][N:13]([C:16](=[O:31])[C:17]2[CH:22]=[C:21]([C:23]([F:26])([F:25])[F:24])[CH:20]=[C:19]([C:27]([F:30])([F:29])[F:28])[CH:18]=2)[C@H:12]([CH2:32][C:33]2[CH:38]=[CH:37][C:36]([CH3:39])=[C:35]([OH:40])[CH:34]=2)[CH2:11]1)[C:4]1[CH:9]=[CH:8][CH:7]=[CH:6][CH:5]=1.[CH3:41][O:42][CH2:43][CH2:44][O:45][CH2:46]Cl.O>CN(C)C=O>[CH2:3]([N:10]1[CH2:15][CH2:14][N:13]([C:16](=[O:31])[C:17]2[CH:22]=[C:21]([C:23]([F:24])([F:25])[F:26])[CH:20]=[C:19]([C:27]([F:30])([F:29])[F:28])[CH:18]=2)[C@H:12]([CH2:32][C:33]2[CH:38]=[CH:37][C:36]([CH3:39])=[C:35]([O:40][CH2:41][O:42][CH2:43][CH2:44][O:45][CH3:46])[CH:34]=2)[CH2:11]1)[C:4]1[CH:9]=[CH:8][CH:7]=[CH:6][CH:5]=1 |f:0.1|. Solvent: CN(C=O)C (N,N-dimethylformamide). The product is C(C1=CC=CC=C1)N1C[C@H](N(CC1)C(C1=CC(=CC(=C1)C(F)(F)F)C(F)(F)F)=O)CC1=CC(=C(C=C1)C)OCOCCOC ((2R)-4-benzyl-1-[3,5-bis(trifluoromethyl)benzoyl]-2-[3-[(2-methoxyethoxy)methoxy]-4-methylbenzyl]piperazine). Conditions: time 5 minute.